This data is from the Open Reaction Database (ORD), a public repository of structured organic reaction records. The task is: describe an organic reaction: reactants, conditions, products, and yield Starting materials: C1(=CC=CC=C1)C1=NOC(C1)CCC=O (3-(3-Phenyl-4,5-dihydroisoxazol-5-yl)propanal), Cl.ClC1=C(C=CC=C1)N1CCNCC1 (1-(2-chlorophenyl)piperazine hydrochloride), [BH-](OC(=O)C)(OC(=O)C)OC(=O)C.[Na+] (NaBH(OAc)3), C(C)(C)N(CC)C(C)C (diisopropylethylamine). Run in C(Cl)Cl (methylene chloride). Yields the product ClC1=C(C=CC=C1)N1CCN(CC1)CCCC1CC(=NO1)C1=CC=CC=C1 (1-(2-Chlorophenyl)-4-[3-(3-phenyl-4,5-dihydroisoxazol-5-yl)propyl]piperazine). Yield: 78.1%. As a reaction SMILES: [C:1]1([C:7]2[CH2:11][CH:10]([CH2:12][CH2:13][CH:14]=O)[O:9][N:8]=2)[CH:6]=[CH:5][CH:4]=[CH:3][CH:2]=1.Cl.[Cl:17][C:18]1[CH:23]=[CH:22][CH:21]=[CH:20][C:19]=1[N:24]1[CH2:29][CH2:28][NH:27][CH2:26][CH2:25]1.[BH-](OC(C)=O)(OC(C)=O)OC(C)=O.[Na+].C(N(C(C)C)CC)(C)C>C(Cl)Cl>[Cl:17][C:18]1[CH:23]=[CH:22][CH:21]=[CH:20][C:19]=1[N:24]1[CH2:29][CH2:28][N:27]([CH2:14][CH2:13][CH2:12][CH:10]2[O:9][N:8]=[C:7]([C:1]3[CH:6]=[CH:5][CH:4]=[CH:3][CH:2]=3)[CH2:11]2)[CH2:26][CH2:25]1 |f:1.2,3.4|. Procedure details: 3-(3-Phenyl-4,5-dihydroisoxazol-5-yl)propanal (20.7 mg, 0.094 mmol), 1-(2-chlorophenyl)piperazine hydrochloride (20.0 mg, 0.086 mmol), molecular sieve (5 beads), NaBH(OAc)3 (54.5 mg, 0.257 mmol) and diisopropylethylamine (26.9 L, 0.085 mmol) were reacted in 3 mL of methylene chloride for about 12 hr. With the following processes the same as in Example 1, 25.8 mg (87.2%) of the target compound was obtained. Starting materials: CC=1C(=NC=CC1)N (3-methyl-2-amino-pyridine), C(C)OC(C(CC(=O)OCC)C=O)=O (2-formyl-succinic acid diethyl ester). Reaction conditions: time 8 hour. Product: C(C)OC(C(=CNC1=NC=CC=C1C)CC(=O)OCC)=O (α-(ethoxycarbonyl-methyl)-β-(3-methyl-2-pyridyl-amino)-acrylic acid ethyl ester). Yield: 65.0%. RXN SMILES: [CH3:1][C:2]1[C:3]([NH2:8])=[N:4][CH:5]=[CH:6][CH:7]=1.[CH2:9]([O:11][C:12](=[O:22])[CH:13]([CH:20]=O)[CH2:14][C:15]([O:17][CH2:18][CH3:19])=[O:16])[CH3:10]>>[CH2:9]([O:11][C:12](=[O:22])[C:13]([CH2:14][C:15]([O:17][CH2:18][CH3:19])=[O:16])=[CH:20][NH:8][C:3]1[C:2]([CH3:1])=[CH:7][CH:6]=[CH:5][N:4]=1)[CH3:10]. Reported procedure: 10.8 g. (0.1 mole) of 3-methyl-2-amino-pyridine are admixed with 20.2 g. (0.1 mole) of 2-formyl-succinic acid diethyl ester. The reaction mixture warms up to 40°-50° C. The mixture is stirred for an hour, whereupon it is allowed to stand at room temperature overnight. The α-(ethoxycarbonyl-methyl)-β-(3-methyl-2-pyridyl-amino)-acrylic acid ethyl ester thus obtained is recrystallized from 50% aqueous ethanol. Yield: 65-70%, m.p.: 62° C.